Dataset: the Open Reaction Database (ORD), a public repository of structured organic reaction records. Task: describe an organic reaction: reactants, conditions, products, and yield The reactants are [H-].[Na+] (NaH), ClC1=NC(=CC(=C1)C(=O)NC(=S)NC1=CC(=C(C=C1)F)F)C (1-(2-Chloro-6-methyl-pyridine-4-carbonyl)-3-(3,4-difluoro-phenyl)-thiourea), CI (CH3I). The solvent is C1CCOC1 (THF). Conditions: temperature 0 celsius, time 15 minute. Yields the product ClC1=NC(=CC(=C1)C(=O)NC(SC)=NC1=CC(=C(C=C1)F)F)C (1-(2-Chloro-6-methyl-pyridine-4-carbonyl)-3-(3,4-difluoro-phenyl)-2-methyl-isothiourea). As a reaction SMILES: [Cl:1][C:2]1[CH:7]=[C:6]([C:8]([NH:10][C:11]([NH:13][C:14]2[CH:19]=[CH:18][C:17]([F:20])=[C:16]([F:21])[CH:15]=2)=[S:12])=[O:9])[CH:5]=[C:4]([CH3:22])[N:3]=1.[H-].[Na+].[CH3:25]I>C1COCC1>[Cl:1][C:2]1[CH:7]=[C:6]([C:8]([NH:10][C:11](=[N:13][C:14]2[CH:19]=[CH:18][C:17]([F:20])=[C:16]([F:21])[CH:15]=2)[S:12][CH3:25])=[O:9])[CH:5]=[C:4]([CH3:22])[N:3]=1 |f:1.2|. Procedure details: A mixture of intermediate D1 (38 g; 111.4 mmol) in THF (400 ml) was cooled to 0° C. and NaH (60% pure) (6.7 g; 167 mmol) was carefully added. The reaction mixture was stirred for 15 minutes and then CH3I (14.2 g; 100 mmol) was added. The mixture was then warmed to room temperature and stirred for 2 hours. The reaction was quenched by the addition of water and then the mixture was extracted by CH2Cl2 (3×100 ml). The combined organic solvent was washed with brine, dried over MgSO4, filtered and th... Starting materials: [Li]CCCC, CSc1ccc(CC(=O)O)cc1, CN1CCCN(C)C1=O, CC(C)NC(C)C, ICC1CCCC1, C1CCOC1. Yields the product CSc1ccc(C(CC2CCCC2)C(=O)O)cc1. RXN SMILES: [CH2:8]([Li:9])[CH2:10][CH2:11][CH3:12].[CH3:13][S:14][c:15]1[cH:16][cH:17][c:18]([CH2:21][C:22](=[O:23])[OH:24])[cH:19][cH:20]1.[CH3:37][N:38]1[CH2:39][CH2:40][CH2:41][N:42]([CH3:43])[C:44]1=[O:45].[CH:1]([NH:2][CH:3]([CH3:4])[CH3:5])([CH3:6])[CH3:7].[I:25][CH2:26][CH:27]1[CH2:28][CH2:29][CH2:30][CH2:31]1.[O:32]1[CH2:33][CH2:34][CH2:35][CH2:36]1>>[CH3:13][S:14][c:15]1[cH:16][cH:17][c:18]([CH:21]([C:22](=[O:23])[OH:24])[CH2:26][CH:27]2[CH2:28][CH2:29][CH2:30][CH2:31]2)[cH:19][cH:20]1. Reactants: CC(=O)c1cc(C(C)(C)C)c2c(c1)C(C)(C)CCO2, CC(C)=O, ClCCl, Cl. The product is CC(C)(O)CC(=O)c1cc(C(C)(C)C)c2c(c1)C(C)(C)CCO2. RXN SMILES: [C:1]([CH3:2])([CH3:3])([CH3:4])[c:5]1[cH:6][c:7]([C:17]([CH3:18])=[O:19])[cH:8][c:9]2[c:14]1[O:13][CH2:12][CH2:11][C:10]2([CH3:15])[CH3:16].[CH3:20][C:21]([CH3:22])=[O:23].[Cl:25][CH2:26][Cl:27].[ClH:24]>>[C:1]([CH3:2])([CH3:3])([CH3:4])[c:5]1[cH:6][c:7]([C:17]([CH2:18][C:21]([CH3:20])([CH3:22])[OH:23])=[O:19])[cH:8][c:9]2[c:14]1[O:13][CH2:12][CH2:11][C:10]2([CH3:15])[CH3:16]. Starting materials: C(C1=CC=CC=C1)(=O)SCC(C(=O)N1C(CN2CCCC2C1)C(=O)O)C ((-)4-(3-benzoylthio-2-methylpropionyl)-1,4-diazabicyclo[4.3.0]nonane-3-carboxylic acid). Run in CO (methanol). Run at time 6 hour. Product: SCC(C(=O)N1C(CN2CCCC2C1)C(=O)O)C (4-(3-mercapto-2-methylpropionyl)-1,4-diazabicyclo-[4.3.0]nonane-3-carboxylic Acid). RXN SMILES: C([S:9][CH2:10][CH:11]([CH3:26])[C:12]([N:14]1[CH2:22][CH:21]2[N:17]([CH2:18][CH2:19][CH2:20]2)[CH2:16][CH:15]1[C:23]([OH:25])=[O:24])=[O:13])(=O)C1C=CC=CC=1>CO>[SH:9][CH2:10][CH:11]([CH3:26])[C:12]([N:14]1[CH2:22][CH:21]2[N:17]([CH2:18][CH2:19][CH2:20]2)[CH2:16][CH:15]1[C:23]([OH:25])=[O:24])=[O:13]. Reported procedure: By allowing a solution of (-)4-(3-benzoylthio-2-methylpropionyl)-1,4-diazabicyclo[4.3.0]nonane-3-carboxylic acid in ammoniacal methanol to stand at 25° C. for 4-8 hours the title compound is obtained.